From a dataset of the Open Reaction Database (ORD), a public repository of structured organic reaction records. describe an organic reaction: reactants, conditions, products, and yield Reactants: [Si](C)(C)(C(C)(C)C)Cl (t-butyldimethylsilyl chloride), C([C@@H](O)C1=CC=CC=C1)(=O)OCC (ethyl (S)-(+)-mandelate), N1C=NC=C1 (imidazole). Run in CN(C=O)C (dimethylformamide), CN(C=O)C (dimethylformamide). Conditions: temperature 40 celsius, time 8 hour. Product: NC[C@@H](O)C1=CC=CC=C1 (2-Amino-1(S)-phenylethanol). RXN SMILES: [Si](Cl)(C(C)(C)C)(C)C.[C:9](OCC)(=O)[C@H:10]([C:12]1[CH:17]=[CH:16][CH:15]=[CH:14][CH:13]=1)[OH:11].[NH:22]1C=CN=C1>CN(C)C=O>[NH2:22][CH2:9][C@H:10]([C:12]1[CH:17]=[CH:16][CH:15]=[CH:14][CH:13]=1)[OH:11]. Procedure: A solution of 31.4 g of t-butyldimethylsilyl chloride in 200 ml of dimethylformamide was added dropwise to a solution of 25 g of ethyl (S)-(+)-mandelate and 28.4 g of imidazole in 800 ml of dimethylformamide, and the resulting mixture was stirred overnight at 40° C. At the end of this time, the dimethylformamide solvent was removed by distillation under reduced pressure, and the resulting residue was purified by column chromatography through silica gel, using a 10:1 by volume mixture of hexane a...